Dataset: the Open Reaction Database (ORD), a public repository of structured organic reaction records. Task: describe an organic reaction: reactants, conditions, products, and yield Starting materials: ClCCl, CN1C(=O)N(c2cccnc2Cl)CC1C(=O)OC(C)(C)C, O=C(O)C(F)(F)F. As a reaction SMILES: [Cl:29][CH2:30][Cl:31].[Cl:8][c:9]1[n:10][cH:11][cH:12][cH:13][c:14]1[N:15]1[C:16](=[O:28])[N:17]([CH3:27])[CH:18]([C:20](=[O:21])[O:22][C:23]([CH3:24])([CH3:25])[CH3:26])[CH2:19]1.[OH:1][C:2]([C:3]([F:4])([F:5])[F:6])=[O:7]>>[Cl:8][c:9]1[n:10][cH:11][cH:12][cH:13][c:14]1[N:15]1[C:16](=[O:28])[N:17]([CH3:27])[CH:18]([C:20](=[O:21])[OH:22])[CH2:19]1. Yields the product CN1C(=O)N(c2cccnc2Cl)CC1C(=O)O.